From a dataset of the Open Reaction Database (ORD), a public repository of structured organic reaction records. describe an organic reaction: reactants, conditions, products, and yield Starting materials: CC#N, [Cl-], COc1ncccc1Oc1cc(-n2c(=O)cc(C(F)(F)F)n(C)c2=O)c(F)cc1N, N. The product is COc1ncccc1Oc1cc(-n2c(=O)cc(C(F)(F)F)n(C)c2=O)c(F)cc1Cl. Reaction SMILES: [CH3:33][C:34]#[N:35].[Cl-:31].[NH2:1][c:2]1[c:3]([O:4][c:5]2[c:6]([O:11][CH3:12])[n:7][cH:8][cH:9][cH:10]2)[cH:13][c:14](-[n:18]2[c:19](=[O:30])[n:20]([CH3:29])[c:21]([C:25]([F:26])([F:27])[F:28])[cH:22][c:23]2=[O:24])[c:15]([F:17])[cH:16]1.[NH3:32]>>[c:2]1([Cl:31])[c:3]([O:4][c:5]2[c:6]([O:11][CH3:12])[n:7][cH:8][cH:9][cH:10]2)[cH:13][c:14](-[n:18]2[c:19](=[O:30])[n:20]([CH3:29])[c:21]([C:25]([F:26])([F:27])[F:28])[cH:22][c:23]2=[O:24])[c:15]([F:17])[cH:16]1. As a reaction SMILES: [Br:13][CH2:14][C:15](=[O:16])[O:17][CH2:18][CH3:19].[CH3:20][CH2:21][CH2:22][CH2:23][CH3:24].[H-:1].[H:11][H:12].[Na+:2].[O:25]1[CH2:26][CH2:27][CH2:28][CH2:29]1.[OH2:30].[OH:3][CH2:4][CH:5]1[O:6][CH:7]=[CH:8][CH2:9][CH2:10]1>>[O:3]([CH2:4][CH:5]1[O:6][CH:7]=[CH:8][CH2:9][CH2:10]1)[CH2:14][C:15](=[O:16])[O:17][CH2:18][CH3:19]. Starting materials: CCOC(=O)CBr, CCCCC, [H-], [H][H], [Na+], C1CCOC1, O, OCC1CCC=CO1. The product is CCOC(=O)COCC1CCC=CO1. Reactants: COC(=O)Cc1cc2ccc(F)cc2c(Cc2ccc(OCc3ccccc3)cc2)c1C, CCO. The product is COC(=O)Cc1cc2ccc(F)cc2c(Cc2ccc(O)cc2)c1C. As a reaction SMILES: [CH3:1][O:2][C:3]([CH2:4][c:5]1[cH:6][c:7]2[cH:8][cH:9][c:10]([F:31])[cH:11][c:12]2[c:13]([CH2:16][c:17]2[cH:18][cH:19][c:20]([O:23][CH2:24][c:25]3[cH:26][cH:27][cH:28][cH:29][cH:30]3)[cH:21][cH:22]2)[c:14]1[CH3:15])=[O:32].[CH3:33][CH2:34][OH:35]>>[CH3:1][O:2][C:3]([CH2:4][c:5]1[cH:6][c:7]2[cH:8][cH:9][c:10]([F:31])[cH:11][c:12]2[c:13]([CH2:16][c:17]2[cH:18][cH:19][c:20]([OH:23])[cH:21][cH:22]2)[c:14]1[CH3:15])=[O:32]. Reactants: CCCCCCCCC=CCO, ClC(Cl)(Cl)Cl, c1ccc(P(c2ccccc2)c2ccccc2)cc1. Yields the product CCCCCCCCC=CCCl. RXN SMILES: [CH2:1]([CH:2]=[CH:3][CH2:4][CH2:5][CH2:6][CH2:7][CH2:8][CH2:9][CH2:10][CH3:11])[OH:12].[Cl:32][C:33]([Cl:34])([Cl:35])[Cl:36].[c:13]1([P:14]([c:15]2[cH:16][cH:17][cH:18][cH:19][cH:20]2)[c:21]2[cH:22][cH:23][cH:24][cH:25][cH:26]2)[cH:27][cH:28][cH:29][cH:30][cH:31]1>>[CH2:1]([CH:2]=[CH:3][CH2:4][CH2:5][CH2:6][CH2:7][CH2:8][CH2:9][CH2:10][CH3:11])[Cl:32]. The reactants are Cc1c(N)ccc(Br)c1F, N#C[Cu], CCOC(C)=O, CCCCCC. The product is Cc1c(N)ccc(C#N)c1F. RXN SMILES: [Br:1][c:2]1[c:3]([F:10])[c:4]([CH3:9])[c:5]([NH2:6])[cH:7][cH:8]1.[C:11](#[N:12])[Cu:13].[CH3:14][CH2:15][O:16][C:17](=[O:18])[CH3:19].[CH3:20][CH2:21][CH2:22][CH2:23][CH2:24][CH3:25]>>[c:2]1([C:11]#[N:12])[c:3]([F:10])[c:4]([CH3:9])[c:5]([NH2:6])[cH:7][cH:8]1. The reactants are CCO, Cl, Nc1ccc(CC(=O)O)cc1. Product: CCOC(=O)Cc1ccc(N)cc1. RXN SMILES: [CH2:12]([CH3:13])[OH:14].[ClH:15].[NH2:1][c:2]1[cH:3][cH:4][c:5]([CH2:8][C:9](=[O:10])[OH:11])[cH:6][cH:7]1>>[NH2:1][c:2]1[cH:3][cH:4][c:5]([CH2:8][C:9]([O:10][CH2:12][CH3:13])=[O:11])[cH:6][cH:7]1. Reactants: C, CC(C)(C)[Si](C)(C)OCc1ncc2n1C(=O)N(C1CCN(Cc3ccccc3)CC1)C2, CO, [Pd]. Product: CC(C)(C)[Si](C)(C)OCc1ncc2n1C(=O)N(C1CCNCC1)C2. RXN SMILES: [C:34].[CH2:1]([c:2]1[cH:3][cH:4][cH:5][cH:6][cH:7]1)[N:8]1[CH2:9][CH2:10][CH:11]([N:14]2[C:15](=[O:31])[n:16]3[c:17]([cH:19][n:20][c:21]3[CH2:22][O:23][Si:24]([CH3:25])([CH3:26])[C:27]([CH3:28])([CH3:29])[CH3:30])[CH2:18]2)[CH2:12][CH2:13]1.[CH3:32][OH:33].[Pd:35]>>[NH:8]1[CH2:9][CH2:10][CH:11]([N:14]2[C:15](=[O:31])[n:16]3[c:17]([cH:19][n:20][c:21]3[CH2:22][O:23][Si:24]([CH3:25])([CH3:26])[C:27]([CH3:28])([CH3:29])[CH3:30])[CH2:18]2)[CH2:12][CH2:13]1. Starting materials: CC1=NN=C(O1)N1CCC(CC1)=O (1-(5-methyl-[1,3,4]oxadiazol-2-yl)-piperidin-4-one), ClC=1C=C(CN2N=C(N=C2)N)C=CC1 (1-(3-chloro-benzyl)-1H-[1,2,4]triazol-3-ylamine), C(C)O (ethanol), [BH4-].[Na+] (sodium borohydride). Solvent: C1(=CC=CC=C1)C (toluene), C(C)(=O)O (acetic acid). Run at time 8 hour. Yields the product ClC=1C=C(CN2N=C(N=C2)NC2CCN(CC2)C=2OC(=NN2)C)C=CC1 ([1-(3-Chloro-benzyl)-1H-[1,2,4]triazol-3-yl]-[1-(5-methyl-[1,3,4]oxadiazol-2-yl)-piperidin-4-yl]-amine), solid. Yield: 49.0%. Reaction SMILES: [CH3:1][C:2]1[O:6][C:5]([N:7]2[CH2:12][CH2:11][C:10](=O)[CH2:9][CH2:8]2)=[N:4][N:3]=1.[Cl:14][C:15]1[CH:16]=[C:17]([CH:25]=[CH:26][CH:27]=1)[CH2:18][N:19]1[CH:23]=[N:22][C:21]([NH2:24])=[N:20]1.C(O)C.[BH4-].[Na+]>C1(C)C=CC=CC=1.C(O)(=O)C>[Cl:14][C:15]1[CH:16]=[C:17]([CH:25]=[CH:26][CH:27]=1)[CH2:18][N:19]1[CH:23]=[N:22][C:21]([NH:24][CH:10]2[CH2:11][CH2:12][N:7]([C:5]3[O:6][C:2]([CH3:1])=[N:3][N:4]=3)[CH2:8][CH2:9]2)=[N:20]1 |f:3.4|. Procedure details: A solution of 1-(5-methyl-[1,3,4]oxadiazol-2-yl)-piperidin-4-one (91 mg, 0.5 mmol) and 1-(3-chloro-benzyl)-1H-[1,2,4]triazol-3-ylamine (104 mg, 0.5 mmol) in dry toluene (8 mL) and acetic acid (0.4 mL) was heated under reflux at a Dean-Stark trap for 12 hours. The reaction mixture was cooled to room temperature, ethanol (5 mL) was added, followed by sodium borohydride (19 mg, 0.5 mmol) and stirred at room temperature overnight. The reaction mixture was extracted with water and ethyl acetate, the ...